This data is from the Open Reaction Database (ORD), a public repository of structured organic reaction records. The task is: describe an organic reaction: reactants, conditions, products, and yield The reactants are CC(=CCCC(=O)OCC(O)CO)CCCC(CCCC(CCCC(C)C)C)C.O (mono-O-(5,9,13,17-tetramethyloctadec-4-enoyl)glycerol water), ( 4 ), CC(=CCCCO[C@@H](CO)[C@H](O)CO)CCCC(CCCC(CCCC(C)C)C)C (2-O-(5,9,13,17-tetramethyloctadec-4-enyl)erythritol), ( 3 ). Product: CC(=CCCC(=O)OCC(O)CO)CCCC(CCCC(CCCC(C)C)C)C (mono-O-(5,9,13,17-tetramethyloctadec-4-enoyl)glycerol). As a reaction SMILES: [CH3:1][C:2]([CH2:14][CH2:15][CH2:16][CH:17]([CH3:29])[CH2:18][CH2:19][CH2:20][CH:21]([CH3:28])[CH2:22][CH2:23][CH2:24][CH:25]([CH3:27])[CH3:26])=[CH:3][CH2:4][CH2:5][C:6]([O:8][CH2:9][CH:10]([CH2:12][OH:13])[OH:11])=[O:7].O.CC(CCCC(C)CCCC(C)CCCC(C)C)=CCCCO[C@H]([C@@H](CO)O)CO>>[CH3:1][C:2]([CH2:14][CH2:15][CH2:16][CH:17]([CH3:29])[CH2:18][CH2:19][CH2:20][CH:21]([CH3:28])[CH2:22][CH2:23][CH2:24][CH:25]([CH3:27])[CH3:26])=[CH:3][CH2:4][CH2:5][C:6]([O:8][CH2:9][CH:10]([CH2:12][OH:13])[OH:11])=[O:7] |f:0.1|. Procedure: Mono-O-(5,9,13,17-tetramethyloctadec-4-enoyl)glycerol synthesized in Example 3 and water were homogeneously mixed in accordance with the same procedure as in Example 13 to obtain a sample of mono-O-(5,9,13,17-tetramethyloctadec-4-enoyl)glycerol/water system. SAXS analysis of the sample of mono-O-(5,9,13,17-tetramethyloctadec-4-enoyl)glycerol/water system was performed in the same manner as in Example 13. As a result, scattering peaks were observed. The peak value ratio exhibited the following ra...